From a dataset of the Open Reaction Database (ORD), a public repository of structured organic reaction records. describe an organic reaction: reactants, conditions, products, and yield Reactants: C(=O)(OC)CC1=CC(=CC(=C1)OCC=CC1=CC=CC=C1)CC(=O)OC (1,3-di-(carbomethoxymethyl)-5-cinnamyloxybenzene), [OH-].[Na+] (NaOH). Solvent: CCO (EtOH). Reaction conditions: time 12 hour. The product is C(=O)(O)CC1=CC(=CC(=C1)OCC=CC1=CC=CC=C1)CC(=O)O (1,3-di-(carboxymethyl)-5-cinnamyloxybenzene). As a reaction SMILES: [C:1]([CH2:5][C:6]1[CH:11]=[C:10]([O:12][CH2:13][CH:14]=[CH:15][C:16]2[CH:21]=[CH:20][CH:19]=[CH:18][CH:17]=2)[CH:9]=[C:8]([CH2:22][C:23]([O:25]C)=[O:24])[CH:7]=1)([O:3]C)=[O:2].[OH-].[Na+]>CCO>[C:23]([CH2:22][C:8]1[CH:9]=[C:10]([O:12][CH2:13][CH:14]=[CH:15][C:16]2[CH:21]=[CH:20][CH:19]=[CH:18][CH:17]=2)[CH:11]=[C:6]([CH2:5][C:1]([OH:3])=[O:2])[CH:7]=1)([OH:25])=[O:24] |f:1.2|. Procedure details: To a solution of 2.98 g (8.82 mmoles) of 1,3-di-(carbomethoxymethyl)-5-cinnamyloxybenzene in 50 ml EtOH is added 26 ml of 1N NaOH. After 12 hours, the reaction mixture is concentrated down in vacuo, taken up in H2O and acidified to pH 4 with 1N HCl. The solid precipitate is collected and recrystallized from MeOH to afford 1,3-di-(carboxymethyl)-5-cinnamyloxybenzene which is used directly in the next step. Starting materials: BrCCCCCCCCCCBr (1,10-dibromodecane), Grignard reagent, CC1=CC=C(C=C1)CCCBr (3-(4-methylphenyl)propyl bromide), [Mg] (magnesium), lithium tetrachlorocuprate. Run in O1CCCC1 (tetrahydrofuran), O1CCCC1 (tetrahydrofuran). Reaction conditions: temperature -10 celsius. Yields the product CC1=CC=C(C=C1)CCC[Mg]Br (3-(4-methylphenyl)propylmagnesium bromide), CC1=CC=C(C=C1)CCCCCCCCCCCCCBr (13-(4-methylphenyl)tridecyl bromide). RXN SMILES: [CH3:1][C:2]1[CH:7]=[CH:6][C:5]([CH2:8][CH2:9][CH2:10]Br)=[CH:4][CH:3]=1.[Mg:12].[Br:13][CH2:14][CH2:15][CH2:16][CH2:17][CH2:18][CH2:19][CH2:20][CH2:21][CH2:22][CH2:23][Br:24]>O1CCCC1>[CH3:1][C:2]1[CH:7]=[CH:6][C:5]([CH2:8][CH2:9][CH2:10][Mg:12][Br:13])=[CH:4][CH:3]=1.[CH3:1][C:2]1[CH:7]=[CH:6][C:5]([CH2:8][CH2:9][CH2:10][CH2:14][CH2:15][CH2:16][CH2:17][CH2:18][CH2:19][CH2:20][CH2:21][CH2:22][CH2:23][Br:24])=[CH:4][CH:3]=1. Procedure: A solution of 3-(4-methylphenyl)propylmagnesium bromide is prepared by reacting 20 g. 3-(4-methylphenyl)propyl bromide with 2.5 g. of magnesium turnings in 50 ml. dry tetrahydrofuran. The solution of Grignard reagent is added dropwise to a stirred, cold (-10° C.) solution of 30 g. of 1,10-dibromodecane and 0.2 g. of lithium tetrachlorocuprate in 75 ml. dry tetrahydrofuran at a rate such that the reaction temperature does not exceed -5° C. After one addition hour of stirring at -10° C., the solve... Reaction SMILES: [CH3:1][I:2].[CH3:21][C:22](=[O:23])[OH:24].[CH3:3][c:4]1[cH:5][cH:6][c:7]([CH2:10][c:11]2[c:12](=[O:18])[nH:13][c:14](=[S:17])[nH:15][cH:16]2)[cH:8][n:9]1.[Na+:20].[OH-:19].[OH2:25]>>[CH3:3][c:4]1[cH:5][cH:6][c:7]([CH2:10][c:11]2[c:12](=[O:18])[nH:13][c:14]([S:17][CH3:21])[n:15][cH:16]2)[cH:8][n:9]1. Starting materials: CI, CC(=O)O, Cc1ccc(Cc2c[nH]c(=S)[nH]c2=O)cn1, [Na+], [OH-], O. The product is CSc1ncc(Cc2ccc(C)nc2)c(=O)[nH]1. Product: C1(=CC=CC=C1)C1=NOC(=C1)C(CC(C)N1CCCC1)=O (3-phenyl-5-{3-(1-pyrrolidinyl)butyryl}isoxazole). Solvent: C(C)(=O)OCC (ethyl acetate). RXN SMILES: [NH:1]1[CH2:5][CH2:4][CH2:3][CH2:2]1.[C:6]1([C:12]2[CH:16]=[C:15]([C:17](=[O:21])[CH:18]=[CH:19][CH3:20])[O:14][N:13]=2)[CH:11]=[CH:10][CH:9]=[CH:8][CH:7]=1.O>C(OCC)(=O)C>[C:6]1([C:12]2[CH:16]=[C:15]([C:17](=[O:21])[CH2:18][CH:19]([N:1]3[CH2:5][CH2:4][CH2:3][CH2:2]3)[CH3:20])[O:14][N:13]=2)[CH:7]=[CH:8][CH:9]=[CH:10][CH:11]=1. Procedure details: Pyrrolidine (5 ml) was added to 1.1 g (5.2mmol) of 3-phenyl-5-(2-butenoyl)isoxazole prepared above in the procedure (1). The resulting mixture was stirred at room temperature for 3 hours. Water and ethyl acetate were added to the reaction mixture, so that a product formed was extracted in an organic layer. The organic layer was collected, dried over anhydrous magnesium sulfate, and then concentrated, whereby 3-phenyl-5-{3-(1-pyrrolidinyl)butyryl}isoxazole was obtained as colorless oil. Reaction conditions: time 3 hour. Reactants: N1CCCC1 (Pyrrolidine), C1(=CC=CC=C1)C1=NOC(=C1)C(C=CC)=O (3-phenyl-5-(2-butenoyl)isoxazole), O (Water).